Dataset: the Open Reaction Database (ORD), a public repository of structured organic reaction records. Task: describe an organic reaction: reactants, conditions, products, and yield The reactants are Cl.CCOC(=O)C (hydrogen chloride EtOAc), CC1=CC=CC(=N1)N1CCC(CC1)CCC1CCN(CC1)C(=O)OC(C)(C)C (tert-butyl 4-{2-[1-(6-methylpyridin-2-yl)piperidin-4-yl]ethyl}piperidine-1-carboxylate). Run in CCOC(=O)C (EtOAc). Conditions: time 2 day. Yields the product Cl.Cl.CC1=NC(=CC=C1)N1CCC(CC1)CCC1CCNCC1 (2-methyl-6-[4-(2-piperidin-4-ylethyl)piperidin-1-yl]pyridine dihydrochloride). RXN SMILES: [ClH:1].CCOC(C)=O.[CH3:8][C:9]1[N:14]=[C:13]([N:15]2[CH2:20][CH2:19][CH:18]([CH2:21][CH2:22][CH:23]3[CH2:28][CH2:27][N:26](C(OC(C)(C)C)=O)[CH2:25][CH2:24]3)[CH2:17][CH2:16]2)[CH:12]=[CH:11][CH:10]=1>CCOC(C)=O>[ClH:1].[ClH:1].[CH3:8][C:9]1[CH:10]=[CH:11][CH:12]=[C:13]([N:15]2[CH2:20][CH2:19][CH:18]([CH2:21][CH2:22][CH:23]3[CH2:28][CH2:27][NH:26][CH2:25][CH2:24]3)[CH2:17][CH2:16]2)[N:14]=1 |f:0.1,4.5.6|. Reported procedure: A 4 M hydrogen chloride/EtOAc solution (2 ml) was added to an EtOAc (10 ml) solution of tert-butyl 4-{2-[1-(6-methylpyridin-2-yl)piperidin-4-yl]ethyl}piperidine-1-carboxylate (650 mg), followed by stirring at room temperature for 2 days. The reaction liquid was concentrated to obtain 2-methyl-6-[4-(2-piperidin-4-ylethyl)piperidin-1-yl]pyridine dihydrochloride (644 mg) as a yellow amorphous substance. Starting materials: C(=O)(OCC1=CC=CC=C1)N([C@@H](C(C)C)C(=O)N([C@@H](CC1=CC(=C(C=C1)O)C(C)(C)C)C(=O)O)C)C (Z-N-Me-Val-N-Me-Tyr(3-tBu)-OH), CN1CCOCC1 (NMM). The solvent is C1CCOC1 (THF), ClC(=O)OCC (ethyl chloroformate). Reaction conditions: time 15 minute. The product is C(=O)(OCC1=CC=CC=C1)N([C@@H](C(C)C)C(=O)N([C@@H](CC1=CC(=C(C=C1)O)C(C)(C)C)C(=O)N)C)C (Z-N-Me-Val-N-Me-Tyr(3-tBu)-NH2). RXN SMILES: [C:1]([N:11]([CH3:36])[C@H:12]([C:16]([N:18]([CH3:35])[C@H:19]([C:32](O)=[O:33])[CH2:20][C:21]1[CH:26]=[CH:25][C:24]([OH:27])=[C:23]([C:28]([CH3:31])([CH3:30])[CH3:29])[CH:22]=1)=[O:17])[CH:13]([CH3:15])[CH3:14])([O:3][CH2:4][C:5]1[CH:10]=[CH:9][CH:8]=[CH:7][CH:6]=1)=[O:2].C[N:38]1CCOCC1>C1COCC1.ClC(OCC)=O>[C:1]([N:11]([CH3:36])[C@H:12]([C:16]([N:18]([CH3:35])[C@H:19]([C:32]([NH2:38])=[O:33])[CH2:20][C:21]1[CH:26]=[CH:25][C:24]([OH:27])=[C:23]([C:28]([CH3:29])([CH3:31])[CH3:30])[CH:22]=1)=[O:17])[CH:13]([CH3:14])[CH3:15])([O:3][CH2:4][C:5]1[CH:6]=[CH:7][CH:8]=[CH:9][CH:10]=1)=[O:2]. Procedure: To a solution of 1.96 g of Z-N-Me-Val-N-Me-Tyr(3-tBu)-OMe in 1,4-dioxane (40 ml), 2 N NaOH (5 ml) was added at room temperature and the mixture was stirred for 2 hours. The reaction mixture was adjusted to pH 3 with dilute hydrochloric acid and extracted with ethyl acetate. The extract was washed with saturated brine and the organic layer was dried with sodium sulfate. The solvent was distilled off under reduced pressure to give Z-N-Me-Val-N-Me-Tyr(3-tBu)-OH. To a solution of this Z-N-Me-Val-N-M... The reactants are C([O-])([O-])=O.[K+].[K+] (potassium carbonate), C1(=CC=CC=C1)C (toluene), FC1=C(CC(C(C1)(C(C1=CC=CC=C1)=O)F)(C(C1=CC=CC=C1)=O)F)F (difluoro-4,5-difluoro-4,5-dibenzoylcyclohexene), CC(C)(C=1C=CC(=CC1)O)C=2C=CC(=CC2)O (BPA), C1(=CC=CC=C1)C (Toluene). The solvent is CN(C(C)=O)C (N,N-dimethylacetamide). Reaction conditions: temperature 130 celsius. Yields the product FC1=C(CC(C(C1)C(C1=CC=CC=C1)=O)C(C1=CC=CC=C1)=O)F (Difluoro-4,5-dibenzoylcyclohexene). RXN SMILES: [F:1][C:2]1[CH2:7][C:6](F)([C:8](=[O:15])[C:9]2[CH:14]=[CH:13][CH:12]=[CH:11][CH:10]=2)[C:5](F)([C:17](=[O:24])[C:18]2[CH:23]=[CH:22][CH:21]=[CH:20][CH:19]=2)[CH2:4][C:3]=1[F:26].CC(C1C=CC(O)=CC=1)(C1C=CC(O)=CC=1)C.C1(C)C=CC=CC=1.C(=O)([O-])[O-].[K+].[K+]>CN(C)C(=O)C>[F:1][C:2]1[CH2:7][CH:6]([C:8](=[O:15])[C:9]2[CH:14]=[CH:13][CH:12]=[CH:11][CH:10]=2)[CH:5]([C:17](=[O:24])[C:18]2[CH:23]=[CH:22][CH:21]=[CH:20][CH:19]=2)[CH2:4][C:3]=1[F:26] |f:3.4.5|. Procedure: The synthesis of polycyclohexenepolyetherketone 28 was conducted in a three-neck flask equipped with a nitrogen inlet, Dean-Stark and condenser. A detailed synthetic procedure for its synthesis is as follows: The flask was charged with the monomer difluoro-4,5-difluoro-4,5-dibenzoylcyclohexene 3 (7.65 mmol, 2.48 g) and bisphenol (BPA) (7.65 mmol, 1.74 g) in N,N-dimethylacetamide (15 mL). Toluene (15 mL) was added, followed by anhydrous potassium carbonate (22.9 mmol, 3.2 g). The reaction mixture... Reactants: BrC=1C(N(C=C(C1)Cl)C)=O (3-bromo-5-chloro-1-methyl-2-pyridone), COC([C@@H](NC(=O)OC(C)(C)C)CC1=CC=C(C=C1)[Sn](CCCC)(CCCC)CCCC)=O (N-[(1,1-dimethylethoxy)carbonyl]-4-[(tributyl)stannyl]-L-phenylalanine methyl ester). The reagents and catalysts are C=1C=CC(=CC1)[P](C=2C=CC=CC2)(C=3C=CC=CC3)[Pd]([P](C=4C=CC=CC4)(C=5C=CC=CC5)C=6C=CC=CC6)([P](C=7C=CC=CC7)(C=8C=CC=CC8)C=9C=CC=CC9)[P](C=1C=CC=CC1)(C=1C=CC=CC1)C=1C=CC=CC1 (Tetrakis(triphenylphosphine)palladium). Solvent: CN(C)C=O (DMF), ClCCl (dichloromethane). Conditions: temperature 90 celsius, time 4 hour. Product: COC([C@@H](NC(=O)OC(C)(C)C)CC1=CC=C(C=C1)C=1C(N(C=C(C1)Cl)C)=O)=O (4-(5-chloro-1-methyl-2-oxo-3-pyridinyl)-N-[(1,1-dimethylethoxy)carbonyl]-L-phenylalanine methyl ester). The yield is 53.6%. RXN SMILES: Br[C:2]1[C:3](=[O:10])[N:4]([CH3:9])[CH:5]=[C:6]([Cl:8])[CH:7]=1.[CH3:11][O:12][C:13](=[O:43])[C@H:14]([CH2:23][C:24]1[CH:29]=[CH:28][C:27]([Sn](CCCC)(CCCC)CCCC)=[CH:26][CH:25]=1)[NH:15][C:16]([O:18][C:19]([CH3:22])([CH3:21])[CH3:20])=[O:17]>CN(C=O)C.ClCCl.C1C=CC([P]([Pd]([P](C2C=CC=CC=2)(C2C=CC=CC=2)C2C=CC=CC=2)([P](C2C=CC=CC=2)(C2C=CC=CC=2)C2C=CC=CC=2)[P](C2C=CC=CC=2)(C2C=CC=CC=2)C2C=CC=CC=2)(C2C=CC=CC=2)C2C=CC=CC=2)=CC=1>[CH3:11][O:12][C:13](=[O:43])[C@H:14]([CH2:23][C:24]1[CH:25]=[CH:26][C:27]([C:2]2[C:3](=[O:10])[N:4]([CH3:9])[CH:5]=[C:6]([Cl:8])[CH:7]=2)=[CH:28][CH:29]=1)[NH:15][C:16]([O:18][C:19]([CH3:22])([CH3:20])[CH3:21])=[O:17] |^1:55,57,76,95|. Procedure details: A solution of 3-bromo-5-chloro-1-methyl-2-pyridone (660 mg, 2.97 mmol) and N-[(1,1-dimethylethoxy)carbonyl]-4-[(tributyl)stannyl]-L-phenylalanine methyl ester (1.7 g, 2.99 mmol) in DMF (30 mL) was deoxygenated by alternately freezing the mixture in a liquid nitrogen bath under vacuum and thawing under argon (3×). Tetrakis(triphenylphosphine)palladium (140 mg, 0.20 mmol) was added and the mixture was heated to 90° C. for 3 hr as the mixture turned dark. TLC indicated that the reaction was not com... The reactants are FC1=C(C=CC=C1)[C@@H](C)OC(NC=1C(=NOC1C1=CC(=C(C=C1)Br)C)C)=O ([5-(4-bromo-3-methyl-phenyl)-3-methyl-isoxazol-4-yl]-carbamic acid (R)-1-(2-fluoro-phenyl)-ethyl ester), C(C)OC(C(C)C1=CC=C(C=C1)B1OC(C(O1)(C)C)(C)C)=O (2-[4-(4,4,5,5-tetramethyl-[1,3,2]dioxaborolan-2-yl)-phenyl]-propionic acid ethyl ester). Product: C(C)OC(C(C)C1=CC=C(C=C1)C1=C(C=C(C=C1)C1=C(C(=NO1)C)NC(=O)O[C@H](C)C1=C(C=CC=C1)F)C)=O (2-(4′-{4-[(R)-1-(2-fluoro-phenyl)-ethoxycarbonylamino]-3-methyl-isoxazol-5-yl}-2′-methyl-biphenyl-4-yl)-propionic acid ethyl ester). As a reaction SMILES: [F:1][C:2]1[CH:7]=[CH:6][CH:5]=[CH:4][C:3]=1[C@H:8]([O:10][C:11](=[O:27])[NH:12][C:13]1[C:14]([CH3:26])=[N:15][O:16][C:17]=1[C:18]1[CH:23]=[CH:22][C:21](Br)=[C:20]([CH3:25])[CH:19]=1)[CH3:9].[CH2:28]([O:30][C:31](=[O:49])[CH:32]([C:34]1[CH:39]=[CH:38][C:37](B2OC(C)(C)C(C)(C)O2)=[CH:36][CH:35]=1)[CH3:33])[CH3:29]>>[CH2:28]([O:30][C:31](=[O:49])[CH:32]([C:34]1[CH:39]=[CH:38][C:37]([C:21]2[CH:22]=[CH:23][C:18]([C:17]3[O:16][N:15]=[C:14]([CH3:26])[C:13]=3[NH:12][C:11]([O:10][C@@H:8]([C:3]3[CH:4]=[CH:5][CH:6]=[CH:7][C:2]=3[F:1])[CH3:9])=[O:27])=[CH:19][C:20]=2[CH3:25])=[CH:36][CH:35]=1)[CH3:33])[CH3:29]. Procedure details: Following the procedure described in Example 36, Step 6, [5-(4-bromo-3-methyl-phenyl)-3-methyl-isoxazol-4-yl]-carbamic acid (R)-1-(2-fluoro-phenyl)-ethyl ester and 2-[4-(4,4,5,5-tetramethyl-[1,3,2]dioxaborolan-2-yl)-phenyl]-propionic acid ethyl ester were reacted to provide 2-(4′-{4-[(R)-1-(2-fluoro-phenyl)-ethoxycarbonylamino]-3-methyl-isoxazol-5-yl}-2′-methyl-biphenyl-4-yl)-propionic acid ethyl ester, which was hydrolyzed to the acid as described in Example 36, Step 7. The reactants are [Cl-].[NH4+] (ammonium chloride), CC1=CC=C(C=N1)OC1=C(C=NC=C1)[N+](=O)[O-] (4-(6-methyl-pyridin-3-yloxy)-3-nitropyridine). The reagents and catalysts are [Fe] (iron). Run in C(C)O (ethanol), O (water). The product is CC1=CC=C(C=N1)OC1=C(C=NC=C1)N (4-(6-methylpyridin-3-yloxy)-pyridin-3-ylamine). Isolated yield 78.6%. RXN SMILES: [Cl-].[NH4+].[CH3:3][C:4]1[N:9]=[CH:8][C:7]([O:10][C:11]2[CH:16]=[CH:15][N:14]=[CH:13][C:12]=2[N+:17]([O-])=O)=[CH:6][CH:5]=1>C(O)C.O.[Fe]>[CH3:3][C:4]1[N:9]=[CH:8][C:7]([O:10][C:11]2[CH:16]=[CH:15][N:14]=[CH:13][C:12]=2[NH2:17])=[CH:6][CH:5]=1 |f:0.1|. Reported procedure: To a refluxing mixture of iron powder (2.55 g, 45.93 mmol) and ammonium chloride (307 mg, 5.74 mmol) in ethanol (45 mL) and water (8 mL) was added 4-(6-methyl-pyridin-3-yloxy)-3-nitropyridine (AMR01121, 1.93 g, 8.35 mmol) and the resulting mixture was stirred at reflux for 2 h. After removal of the solvent, the residue was diluted in aqueous sodium hydrogen carbonate (40 mL) and extracted with DCM (3×20 mL). The organic layer was dried (MgSO4), filtered and evaporated. Flash master chromatograph... The reactants are CC(C)(C)OC(=O)c1cc(Br)ccc1F, Cc1ccccc1-c1ccccc1P(C(C)(C)C)C(C)(C)C, COCCOC, [K+], [K+], [K+], CCC[N+](=O)[O-], O=C(C=Cc1ccccc1)C=Cc1ccccc1, O=C(C=Cc1ccccc1)C=Cc1ccccc1, O=C(C=Cc1ccccc1)C=Cc1ccccc1, O=P([O-])([O-])[O-], [Pd], [Pd]. As a reaction SMILES: [Br:1][c:2]1[cH:3][cH:4][c:5]([F:15])[c:6]([C:7](=[O:8])[O:9][C:10]([CH3:11])([CH3:12])[CH3:13])[cH:14]1.[C:16]([P:17]([C:18]([CH3:19])([CH3:20])[CH3:21])[c:22]1[cH:23][cH:24][cH:25][cH:26][c:27]1-[c:28]1[cH:29][cH:30][cH:31][cH:32][c:33]1[CH3:34])([CH3:35])([CH3:36])[CH3:37].[CH2:52]([CH2:53][O:54][CH3:55])[O:56][CH3:57].[K+:43].[K+:44].[K+:45].[N+:46](=[O:47])([O-:48])[CH2:49][CH2:50][CH3:51].[O:60]=[C:61]([CH:62]=[CH:63][c:64]1[cH:65][cH:66][cH:67][cH:68][cH:69]1)[CH:70]=[CH:71][c:72]1[cH:73][cH:74][cH:75][cH:76][cH:77]1.[O:78]=[C:79]([CH:80]=[CH:81][c:82]1[cH:83][cH:84][cH:85][cH:86][cH:87]1)[CH:88]=[CH:89][c:90]1[cH:91][cH:92][cH:93][cH:94][cH:95]1.[O:96]=[C:97]([CH:98]=[CH:99][c:100]1[cH:101][cH:102][cH:103][cH:104][cH:105]1)[CH:106]=[CH:107][c:108]1[cH:109][cH:110][cH:111][cH:112][cH:113]1.[P:38]([O-:39])([O-:40])([O-:41])=[O:42].[Pd:58].[Pd:59]>>[c:2]1([CH:49]([N+:46](=[O:47])[O-:48])[CH2:50][CH3:51])[cH:3][cH:4][c:5]([F:15])[c:6]([C:7](=[O:8])[O:9][C:10]([CH3:11])([CH3:12])[CH3:13])[cH:14]1. The product is CCC(c1ccc(F)c(C(=O)OC(C)(C)C)c1)[N+](=O)[O-].